Dataset: the Open Reaction Database (ORD), a public repository of structured organic reaction records. Task: describe an organic reaction: reactants, conditions, products, and yield The reactants are CC(C)(C)c1cccc2c1CCC(=O)C2O[SiH](c1ccccc1)c1ccccc1, [BH3-]C#N, CCOC(C)=O, CO, CC(=O)O, [Na+], O, c1ccc(-c2nc(C3CCCN3)oc2-c2ccccc2)cc1. Yields the product CC(C)(C)c1cccc2c1CCC(N1CCCC1c1nc(-c3ccccc3)c(-c3ccccc3)o1)C2O[SiH](c1ccccc1)c1ccccc1. RXN SMILES: [C:23]([CH3:24])([CH3:25])([CH3:26])[c:27]1[c:28]2[c:33]([cH:34][cH:35][cH:36]1)[CH:32]([O:37][SiH:38]([c:39]1[cH:40][cH:41][cH:42][cH:43][cH:44]1)[c:45]1[cH:46][cH:47][cH:48][cH:49][cH:50]1)[C:31](=[O:51])[CH2:30][CH2:29]2.[C:52]([BH3-:53])#[N:54].[CH3:56][CH2:57][O:58][C:59](=[O:60])[CH3:61].[CH3:62][OH:63].[CH3:64][C:65](=[O:66])[OH:67].[Na+:55].[OH2:68].[c:1]1(-[c:7]2[n:8][c:9]([CH:18]3[NH:19][CH2:20][CH2:21][CH2:22]3)[o:10][c:11]2-[c:12]2[cH:13][cH:14][cH:15][cH:16][cH:17]2)[cH:2][cH:3][cH:4][cH:5][cH:6]1>>[c:1]1(-[c:7]2[n:8][c:9]([CH:18]3[N:19]([CH:31]4[CH2:30][CH2:29][c:28]5[c:27]([C:23]([CH3:24])([CH3:25])[CH3:26])[cH:36][cH:35][cH:34][c:33]5[CH:32]4[O:37][SiH:38]([c:39]4[cH:40][cH:41][cH:42][cH:43][cH:44]4)[c:45]4[cH:46][cH:47][cH:48][cH:49][cH:50]4)[CH2:20][CH2:21][CH2:22]3)[o:10][c:11]2-[c:12]2[cH:13][cH:14][cH:15][cH:16][cH:17]2)[cH:2][cH:3][cH:4][cH:5][cH:6]1. The reactants are ClC(Cl)Cl, C1CCOC1, C1COCCO1, CC#CCSC1C(NC(c2ccccc2)(c2ccccc2)c2ccccc2)C(=O)N1C(O)C(=O)OC(C)(C)C, O=S(Cl)Cl, c1ccncc1. Product: CC#CCSC1C(NC(c2ccccc2)(c2ccccc2)c2ccccc2)C(=O)N1C(Cl)C(=O)OC(C)(C)C. Reaction SMILES: [Cl:1][CH:2]([Cl:3])[Cl:4].[O:54]1[CH2:55][CH2:56][CH2:57][CH2:58]1.[O:59]1[CH2:60][CH2:61][O:62][CH2:63][CH2:64]1.[OH:5][CH:6]([C:7](=[O:8])[O:9][C:10]([CH3:11])([CH3:12])[CH3:13])[N:14]1[C:15](=[O:43])[CH:16]([NH:23][C:24]([c:25]2[cH:26][cH:27][cH:28][cH:29][cH:30]2)([c:31]2[cH:32][cH:33][cH:34][cH:35][cH:36]2)[c:37]2[cH:38][cH:39][cH:40][cH:41][cH:42]2)[CH:17]1[S:18][CH2:19][C:20]#[C:21][CH3:22].[S:50]([Cl:51])([Cl:52])=[O:53].[cH:44]1[cH:45][cH:46][n:47][cH:48][cH:49]1>>[Cl:1][CH:6]([C:7](=[O:8])[O:9][C:10]([CH3:11])([CH3:12])[CH3:13])[N:14]1[C:15](=[O:43])[CH:16]([NH:23][C:24]([c:25]2[cH:26][cH:27][cH:28][cH:29][cH:30]2)([c:31]2[cH:32][cH:33][cH:34][cH:35][cH:36]2)[c:37]2[cH:38][cH:39][cH:40][cH:41][cH:42]2)[CH:17]1[S:18][CH2:19][C:20]#[C:21][CH3:22]. The reactants are [BH4-], CC(=O)O, CN1CCN(C2=Cc3ccc(Cl)cc3Oc3cc(C(F)(F)F)ccc32)CC1, [Na+]. Product: CN1CCN(C2Cc3ccc(Cl)cc3Oc3cc(C(F)(F)F)ccc32)CC1. RXN SMILES: [BH4-:28].[CH3:30][C:31](=[O:32])[OH:33].[Cl:1][c:2]1[cH:3][cH:4][c:5]2[c:6]([cH:27]1)[O:7][c:8]1[c:9]([cH:19][cH:20][c:21]([C:23]([F:24])([F:25])[F:26])[cH:22]1)[C:10]([N:12]1[CH2:13][CH2:14][N:15]([CH3:18])[CH2:16][CH2:17]1)=[CH:11]2.[Na+:29]>>[Cl:1][c:2]1[cH:3][cH:4][c:5]2[c:6]([cH:27]1)[O:7][c:8]1[c:9]([cH:19][cH:20][c:21]([C:23]([F:24])([F:25])[F:26])[cH:22]1)[CH:10]([N:12]1[CH2:13][CH2:14][N:15]([CH3:18])[CH2:16][CH2:17]1)[CH2:11]2. The reactants are NC(CBr)Cc1cnc[nH]1, CC(=O)[O-], CC(=O)O, [Na+]. The product is CC(N)Cc1cnc[nH]1. RXN SMILES: [Br:1][CH2:2][CH:3]([CH2:4][c:5]1[nH:6][cH:7][n:8][cH:9]1)[NH2:10].[CH3:12][C:13](=[O:14])[O-:15].[CH3:16][C:17](=[O:18])[OH:19].[Na+:11]>>[CH3:2][CH:3]([CH2:4][c:5]1[nH:6][cH:7][n:8][cH:9]1)[NH2:10]. Starting materials: ClC1=C(COC=2C=CC=C3C(=CC(=NC23)C)N2C=NC=C2)C(=CC=C1N(C)C(CNC(C=CC1=CC=C(C=C1)C(=O)OCC)=O)=O)Cl (8-[2,6-dichloro-3-[N-(4-ethoxycarbonylcinnamoylglycyl)-N-methylamino]benzyloxy]-4-(imidazol-1-yl)-2-methylquinoline), [OH-].[Na+] (sodium hydroxide). Run in C(C)O (ethanol). Reaction conditions: temperature 60 celsius, time 4 hour. Product: C(=O)(O)C1=CC=C(C=CC(=O)NCC(=O)N(C)C=2C(=C(COC=3C=CC=C4C(=CC(=NC34)C)N3C=NC=C3)C(=CC2)Cl)Cl)C=C1 (8-[3-[N-(4-carboxycinnamoylglycyl)-N-methylamino]-2,6-dichlorobenzyloxy]-4-(imidazol-1-yl)-2-methylquinoline). Yield: 71.7%. RXN SMILES: [Cl:1][C:2]1[C:25]([N:26]([C:28](=[O:46])[CH2:29][NH:30][C:31](=[O:45])[CH:32]=[CH:33][C:34]2[CH:39]=[CH:38][C:37]([C:40]([O:42]CC)=[O:41])=[CH:36][CH:35]=2)[CH3:27])=[CH:24][CH:23]=[C:22]([Cl:47])[C:3]=1[CH2:4][O:5][C:6]1[CH:7]=[CH:8][CH:9]=[C:10]2[C:15]=1[N:14]=[C:13]([CH3:16])[CH:12]=[C:11]2[N:17]1[CH:21]=[CH:20][N:19]=[CH:18]1.[OH-].[Na+]>C(O)C>[C:40]([C:37]1[CH:36]=[CH:35][C:34]([CH:33]=[CH:32][C:31]([NH:30][CH2:29][C:28]([N:26]([C:25]2[C:2]([Cl:1])=[C:3]([C:22]([Cl:47])=[CH:23][CH:24]=2)[CH2:4][O:5][C:6]2[CH:7]=[CH:8][CH:9]=[C:10]3[C:15]=2[N:14]=[C:13]([CH3:16])[CH:12]=[C:11]3[N:17]2[CH:21]=[CH:20][N:19]=[CH:18]2)[CH3:27])=[O:46])=[O:45])=[CH:39][CH:38]=1)([OH:42])=[O:41] |f:1.2|. Procedure details: A mixture of 8-[2,6-dichloro-3-[N-(4-ethoxycarbonylcinnamoylglycyl)-N-methylamino]benzyloxy]-4-(imidazol-1-yl)-2-methylquinoline (64 mg), 1N sodium hydroxide solution (0.12 ml) in ethanol was stirred for 4 hours at 60° C. The mixture was concentrated in vacuo, and water was added to the residue. The solution was washed with diethyl ether, and the aqueous layer was adjusted to pH 5 with 1N hydrochloric acid. The resulting precipitate was collected by filtration and washed with water and diethyl e... Starting materials: C(CCC)OC1=C(C(C1=O)=O)NCCCO (1-Butoxy-2-(3-hydroxypropvlamino)-1-cyclobutene-3,4-dione), N1=CC=CC=C1 (pyridine), C1(=CC=CC=C1)S(=O)(=O)Cl (benzenesulfonyl chloride). Solvent: ClCCl (dichloromethane). Conditions: time 3 hour. Yields the product C(CCC)OC1=C(C(C1=O)=O)NCCCS(=O)(=O)C1=CC=CC=C1 (1-Butoxy-2-(3-benzenesulfonylpropylamino)-1-cyclobutene-3,4-dione). Yield: 87.1%. RXN SMILES: [CH2:1]([O:5][C:6]1[C:9](=[O:10])[C:8](=[O:11])[C:7]=1[NH:12][CH2:13][CH2:14][CH2:15]O)[CH2:2][CH2:3][CH3:4].N1C=CC=CC=1.[C:23]1([S:29](Cl)(=[O:31])=[O:30])[CH:28]=[CH:27][CH:26]=[CH:25][CH:24]=1>ClCCl>[CH2:1]([O:5][C:6]1[C:9](=[O:10])[C:8](=[O:11])[C:7]=1[NH:12][CH2:13][CH2:14][CH2:15][S:29]([C:23]1[CH:28]=[CH:27][CH:26]=[CH:25][CH:24]=1)(=[O:31])=[O:30])[CH2:2][CH2:3][CH3:4]. Procedure: A solution of 1-butoxy-2-(3-hydroxypropylamino)-1-cyclobutene-3,4-dione [prepared in Example 7] (1.14 g, 5.0 mmol) and pyridine (0.65 mL, 8.0 mmol) in 6.0 mL of dichloromethane cooled to 0° C. was treated dropwise with benzenesulfonyl chloride (0.65 mL, 5.1 mmol). The mixture was stirred at ambient temperature for 3 hours, then washed with water (4 times), dried and evaporated under reduced pressure to give 1.53 g (83% yield) of title compound which was used without purification in the subsequen... The reactants are NC1=CC2=C(N=CN2)C=C1 (5-aminobenzimidazole), O([K])C#N (KOCN), [Cl-].[NH+]1=CC=CC=C1 (pyridiniumchloride), ClC=1C=C(C=O)C=CC1 (3-chlorobenzaldehyde), C(CCC)[N+]#[C-] (n-butyl isonitrile). The product is N1C=NC2=C1C=CC(=C2)N2C(NC(C2C2=CC(=CC=C2)Cl)=O)=O (1-(1H-benzo[d]imidazol-5-yl)-5-(3-chlorophenyl)imidazolidine-2,4-dione). As a reaction SMILES: [NH2:1][C:2]1[CH:10]=[CH:9][C:5]2[N:6]=[CH:7][NH:8][C:4]=2[CH:3]=1.ClC1C=C(C=CC=1)[CH:15]=[O:16].[CH2:20]([N+]#[C-])[CH2:21][CH2:22][CH3:23].[O:26]([C:28]#[N:29])[K].[Cl-:30].[NH+]1C=C[CH:34]=[CH:33][CH:32]=1>>[NH:6]1[C:5]2[CH:9]=[CH:10][C:2]([N:1]3[CH:23]([C:22]4[CH:34]=[CH:33][CH:32]=[C:20]([Cl:30])[CH:21]=4)[C:28](=[O:26])[NH:29][C:15]3=[O:16])=[CH:3][C:4]=2[N:8]=[CH:7]1 |f:4.5|. Procedure: The compound was synthesized starting from 5-aminobenzimidazole 2.13 g (16 mmol), 3-chlorobenzaldehyde 2.24 g (16 mmol), n-butyl isonitrile 1.69 ml (16 mmol), KOCN 1.3 g (16 mmol) and pyridiniumchloride 1.85 g (16 mmol) as described in method 1.